From a dataset of the Open Reaction Database (ORD), a public repository of structured organic reaction records. describe an organic reaction: reactants, conditions, products, and yield Reactants: C1CCOC1, CCOC(=O)c1ccc(C#Cc2ccc3c(c2)C(C)(C)CCC3=O)cc1, CCO, [Li+], [OH-]. The product is CC1(C)CCC(=O)c2ccc(C#Cc3ccc(C(=O)O)cc3)cc21. As a reaction SMILES: [CH2:29]1[O:30][CH2:31][CH2:32][CH2:33]1.[CH3:1][C:2]1([CH3:26])[CH2:3][CH2:4][C:5](=[O:25])[c:6]2[cH:7][cH:8][c:9]([C:12]#[C:13][c:14]3[cH:15][cH:16][c:17]([C:18](=[O:19])[O:20][CH2:21][CH3:22])[cH:23][cH:24]3)[cH:10][c:11]21.[CH3:34][CH2:35][OH:36].[Li+:28].[OH-:27]>>[CH3:1][C:2]1([CH3:26])[CH2:3][CH2:4][C:5](=[O:25])[c:6]2[cH:7][cH:8][c:9]([C:12]#[C:13][c:14]3[cH:15][cH:16][c:17]([C:18](=[O:19])[OH:20])[cH:23][cH:24]3)[cH:10][c:11]21. Reactants: C(CCCCC)N1C(C2C(C2C1)(C)C1=CC(=CC=C1)I)=O (3-hexyl-6-(3-iodophenyl)-6-methyl-3-azabicyclo[3.1.0]hexan-2-one), C(CCC)[Sn](C=1N=CN(C1)C(C1=CC=CC=C1)(C1=CC=CC=C1)C1=CC=CC=C1)(CCCC)CCCC (4-(tributylstannyl)-1-triphenylmethyl-1H-imidazole), C1(=CC=CC=C1)[As](C1=CC=CC=C1)C1=CC=CC=C1 (triphenylarsine). The reagents and catalysts are C=1C=CC(=CC1)/C=C/C(=O)/C=C/C2=CC=CC=C2.C=1C=CC(=CC1)/C=C/C(=O)/C=C/C2=CC=CC=C2.C=1C=CC(=CC1)/C=C/C(=O)/C=C/C2=CC=CC=C2.[Pd].[Pd] (tris(dibenzylideneacetone)dipalladium). The solvent is O1CCCC1 (tetrahydrofuran), O1CCCC1 (tetrahydrofuran), O1CCCC1 (tetrahydrofuran). Reaction conditions: time 10 minute. Yields the product C(CCCCC)N1C(C2C(C2C1)(C1=CC(=CC=C1)C1=CN=CN1C(C1=CC=CC=C1)(C1=CC=CC=C1)C1=CC=CC=C1)C)=O (3-Hexyl-6-methyl-6-[3-(1-triphenylmethyl-1H-imidazol-5-yl)phenyl]-3-azabicyclo[3.1.0]hexan-2-one). Isolated yield 17.2%. As a reaction SMILES: C1([As](C2C=CC=CC=2)C2C=CC=CC=2)C=CC=CC=1.[CH2:20]([N:26]1[CH2:31][CH:30]2[CH:28]([C:29]2([C:33]2[CH:38]=[CH:37][CH:36]=[C:35](I)[CH:34]=2)[CH3:32])[C:27]1=[O:40])[CH2:21][CH2:22][CH2:23][CH2:24][CH3:25].C([Sn](CCCC)(CCCC)[C:46]1[N:47]=[CH:48][N:49]([C:51]([C:64]2[CH:69]=[CH:68][CH:67]=[CH:66][CH:65]=2)([C:58]2[CH:63]=[CH:62][CH:61]=[CH:60][CH:59]=2)[C:52]2[CH:57]=[CH:56][CH:55]=[CH:54][CH:53]=2)[CH:50]=1)CCC>O1CCCC1.C1C=CC(/C=C/C(/C=C/C2C=CC=CC=2)=O)=CC=1.C1C=CC(/C=C/C(/C=C/C2C=CC=CC=2)=O)=CC=1.C1C=CC(/C=C/C(/C=C/C2C=CC=CC=2)=O)=CC=1.[Pd].[Pd]>[CH2:20]([N:26]1[CH2:31][CH:30]2[CH:28]([C:29]2([CH3:32])[C:33]2[CH:38]=[CH:37][CH:36]=[C:35]([C:50]3[N:49]([C:51]([C:52]4[CH:57]=[CH:56][CH:55]=[CH:54][CH:53]=4)([C:64]4[CH:65]=[CH:66][CH:67]=[CH:68][CH:69]=4)[C:58]4[CH:59]=[CH:60][CH:61]=[CH:62][CH:63]=4)[CH:48]=[N:47][CH:46]=3)[CH:34]=2)[C:27]1=[O:40])[CH2:21][CH2:22][CH2:23][CH2:24][CH3:25] |f:4.5.6.7.8|. Procedure details: To tris(dibenzylideneacetone)dipalladiunm (0) (8.7 mg, 9.5 mmol) in tetrahydrofuran (2.5 ml) at room temperature was added triphenylarsine (12 mg, 39.2 [mol). After 10 min, a solution of 3-hexyl-6-(3-iodophenyl)-6-methyl-3-azabicyclo[3.1.0]hexan-2-one (Preparation 67, 0.15 g, 3.8 mmol) in tetrahydrofuran (2.5 ml) was added. A minute later, 4-(tributylstannyl)-1-triphenylmethyl-1H-imidazole (Preparation 73, 0.332 g, 0.55 mmol) in tetrahydrofuran (3 ml) was added. The reaction mixture was stirred ... Reactants: C, CN(CCC1CCC(C=CCO)CC1)C(=O)Oc1ccc(Cl)cc1, ClCCl, O=S(=O)(Cl)Cl, Cc1cccc(C)n1. Product: CN(CCC1CCC(C=CCCl)CC1)C(=O)Oc1ccc(Cl)cc1. As a reaction SMILES: [CH4:38].[Cl:1][c:2]1[cH:3][cH:4][c:5]([O:8][C:9]([N:10]([CH3:11])[CH2:12][CH2:13][CH:14]2[CH2:15][CH2:16][CH:17]([CH:20]=[CH:21][CH2:22][OH:23])[CH2:18][CH2:19]2)=[O:24])[cH:6][cH:7]1.[Cl:39][CH2:40][Cl:41].[S:33]([Cl:34])(=[O:35])([Cl:36])=[O:37].[n:25]1[c:26]([CH3:27])[cH:28][cH:29][cH:30][c:31]1[CH3:32]>>[Cl:1][c:2]1[cH:3][cH:4][c:5]([O:8][C:9]([N:10]([CH3:11])[CH2:12][CH2:13][CH:14]2[CH2:15][CH2:16][CH:17]([CH:20]=[CH:21][CH2:22][Cl:36])[CH2:18][CH2:19]2)=[O:24])[cH:6][cH:7]1. Starting materials: P(=O)(O)(O)OCC(=O)[O-].C1(CCCCC1)[NH3+].C1(CCCCC1)[NH3+].C1(CCCCC1)[NH3+].P(=O)(O)(O)OCC(=O)[O-].P(=O)(O)(O)OCC(=O)[O-] (tri(monocyclohexylammonium) 2-phosphoglycolate). Run in CO (methanol). The product is P(=O)(O)(O)OCC(=O)O (2-phosphoglycolic acid), COC(C)(C)OC (2,2-dimethoxypropane), methyl ester. As a reaction SMILES: [P:1]([O:5][CH2:6][C:7]([O-:9])=[O:8])([OH:4])([OH:3])=[O:2].[CH:10]1([NH3+])[CH2:15]CCC[CH2:11]1.C1([NH3+])CCCCC1.C1([NH3+])CCCCC1.P([O:35][CH2:36]C([O-])=O)(O)(O)=O.P([O:44][CH2:45]C([O-])=O)(O)(O)=O>CO>[P:1]([O:5][CH2:6][C:7]([OH:9])=[O:8])([OH:4])([OH:3])=[O:2].[CH3:36][O:35][C:10]([O:44][CH3:45])([CH3:15])[CH3:11] |f:0.1.2.3.4.5|. Procedure details: PGH is synthesized from tri(monocyclohexylammonium) 2-phosphoglycolate (Sigma-Aldrich Chemie GmBH, Germany), which is first converted into the free acid form using Dowex 50W-H+. Treatment of the 2-phosphoglycolic acid with 2,2-dimethoxypropane in methanol yielded the methyl ester 2PG, which is converted to PGH (Collins, K. D. (1974) J. Biol. Chem. 249:136-142). Purification of PGH to homogeneity is done on a DEAE Sephadex A-25 column using a 0-0.4 M lithium chloride gradient. Two consecutive pur...